The task is: describe an organic reaction: reactants, conditions, products, and yield. This data is from the Open Reaction Database (ORD), a public repository of structured organic reaction records. Reactants: COC(\C=C\N1C=NC2=CC=C(C=C2C1=O)O)=O (trans-3-(6-hydroxy-4-oxo-4H-quinazolin-3-yl)-2-propenoic acid methyl ester), Cl (hydrochloric acid), C(C=C)(=O)O (2-propenoic acid). The solvent is O (water). Product: OC=1C=C2C(N(C=NC2=CC1)/C=C/C(=O)O)=O (trans-3-(6-hydroxy-4-oxo-4H-quinazolin-3-yl)-2-propenoic acid). Reaction SMILES: C[O:2][C:3](=[O:18])/[CH:4]=[CH:5]/[N:6]1[C:15](=[O:16])[C:14]2[C:9](=[CH:10][CH:11]=[C:12]([OH:17])[CH:13]=2)[N:8]=[CH:7]1.Cl.C(O)(=O)C=C>O>[OH:17][C:12]1[CH:13]=[C:14]2[C:9](=[CH:10][CH:11]=1)[N:8]=[CH:7][N:6](/[CH:5]=[CH:4]/[C:3]([OH:18])=[O:2])[C:15]2=[O:16]. Procedure: A mixture of 8.35 g. of trans-3-(6-hydroxy-4-oxo-4H-quinazolin-3-yl)-2-propenoic acid methyl ester and 500 ml. of 6 N hydrochloric acid was stirred and refluxed for 15 minutes. After cooling, water was added and the resultant solid was filtered to yield 6.33 g., m.p. 294°-296°; of trans-3-hydroxy-4-oxo-4H-quinazolin-3-yl)-2-propenoic acid. Starting materials: N[C@@H](CC(C)C)C(=O)[C@H]1[C@@](O[C@@H]([C@H]([C@@H]1O)O)CO)(N(C(CCCCCCC\C=C/CCCCCCCC)=O)CCCCCCCCCCCCCC)N (N-(2-L-leucyl-amino-2-deoxy-β-D-glucopyranosyl)-N-tetradecyl-oleamide), C(C)(C)(C)OC(=O)N[C@@H](C)C(=O)O (N-tert-butyloxycarbonyl-L-alanine). Solvent: O1CCCC1 (tetrahydrofuran). The product is C(C)(C)(C)OC(=O)N[C@@H](C)C(=O)N[C@@H](CC(C)C)C(=O)[C@H]1[C@@](O[C@@H]([C@H]([C@@H]1O)O)CO)(N(C(CCCCCCC\C=C/CCCCCCCC)=O)CCCCCCCCCCCCCC)N (N-[2-(N-tert-Butyloxycarbonyl-L-alanyl-L-leucyl)-amino-2-deoxy-β-D-glucopyranosyl]-N-tetradecyl-oleamide). Yield: 90.0%. RXN SMILES: [NH2:1][C@H:2]([C:7]([C@@H:9]1[C@@H:14]([OH:15])[C@H:13]([OH:16])[C@@H:12]([CH2:17][OH:18])[O:11][C@@:10]1([NH2:53])[N:19]([CH2:39][CH2:40][CH2:41][CH2:42][CH2:43][CH2:44][CH2:45][CH2:46][CH2:47][CH2:48][CH2:49][CH2:50][CH2:51][CH3:52])[C:20](=[O:38])[CH2:21][CH2:22][CH2:23][CH2:24][CH2:25][CH2:26][CH2:27]/[CH:28]=[CH:29]\[CH2:30][CH2:31][CH2:32][CH2:33][CH2:34][CH2:35][CH2:36][CH3:37])=[O:8])[CH2:3][CH:4]([CH3:6])[CH3:5].[C:54]([O:58][C:59]([NH:61][C@H:62]([C:64](O)=[O:65])[CH3:63])=[O:60])([CH3:57])([CH3:56])[CH3:55]>O1CCCC1>[C:54]([O:58][C:59]([NH:61][C@H:62]([C:64]([NH:1][C@H:2]([C:7]([C@@H:9]1[C@@H:14]([OH:15])[C@H:13]([OH:16])[C@@H:12]([CH2:17][OH:18])[O:11][C@@:10]1([NH2:53])[N:19]([CH2:39][CH2:40][CH2:41][CH2:42][CH2:43][CH2:44][CH2:45][CH2:46][CH2:47][CH2:48][CH2:49][CH2:50][CH2:51][CH3:52])[C:20](=[O:38])[CH2:21][CH2:22][CH2:23][CH2:24][CH2:25][CH2:26][CH2:27]/[CH:28]=[CH:29]\[CH2:30][CH2:31][CH2:32][CH2:33][CH2:34][CH2:35][CH2:36][CH3:37])=[O:8])[CH2:3][CH:4]([CH3:5])[CH3:6])=[O:65])[CH3:63])=[O:60])([CH3:56])([CH3:57])[CH3:55]. Procedure: from N-(2-L-leucyl-amino-2-deoxy-β-D-glucopyranosyl)-N-tetradecyl-oleamide and N-tert-butyloxycarbonyl-L-alanine. Yield 90%. [α]D =-8.1° (c=0.98, tetrahydrofuran). Starting materials: C(C=1C(O)=CC=CC1)=NC1[C@@H]2N(C(=C(CS2)C=C)C(=O)OC(C2=CC=CC=C2)C2=CC=CC=C2)C1=O (benzhydryl 7-salicylideneamino-3-vinyl-3-cephem-4-carboxylate), FC(C(=O)O)(F)F (trifluoroacetic acid), C(C)(C)OC(C)C (diisopropyl ether). Solvent: C(Cl)Cl (methylene chloride), C1(=CC=CC=C1)OC (anisole). Product: NC1[C@@H]2N(C(=C(CS2)C=C)C(=O)O)C1=O (7-amino-3-vinyl-3-cephem-4-carboxylic acid). Isolated yield 54.9%. RXN SMILES: C(=[N:9][CH:10]1[C:35](=[O:36])[N:12]2[C:13]([C:19]([O:21]C(C3C=CC=CC=3)C3C=CC=CC=3)=[O:20])=[C:14]([CH:17]=[CH2:18])[CH2:15][S:16][C@H:11]12)C1C(=CC=CC=1)O.FC(F)(F)C(O)=O.C(OC(C)C)(C)C>C(Cl)Cl.C1(OC)C=CC=CC=1>[NH2:9][CH:10]1[C:35](=[O:36])[N:12]2[C:13]([C:19]([OH:21])=[O:20])=[C:14]([CH:17]=[CH2:18])[CH2:15][S:16][C@H:11]12. Procedure details: To a solution of benzhydryl 7-salicylideneamino-3-vinyl-3-cephem-4-carboxylate (1.6 g) in methylene chloride (20 ml) and anisole (5 ml) was added dropwise trifluoroacetic acid (6 ml) with stirring, and the stirring was continued at ambient temperature for an hour. The reaction mixture was poured into diisopropyl ether, and the precipitates were collected by filtration and then suspended in water, followed by adjusting to pH 3.5 with a saturated aqueous sodium bicarbonate. The solid was collected... Reactants: Br.N=C1SC2=C(N1CC(=O)C1=CC=CC=C1)C=CC=C2 (2-imino-3-phenacyl-2,3-dihydrobenzothiazole hydrobromide), Cl.C(C)O (hydrochloric acid ethanol), [BH4-].[Na+] (sodium borohydride), O (water). Run in C(C)O (ethanol), C(C)O (ethanol). Run at time 1 hour. The product is Cl.N=C1SC2=C(N1CC(C1=CC=CC=C1)O)C=CC=C2 (2-imino-3-(β-hydroxyphenethyl)-2,3-dihydrobenzothiazole hydrochloride). As a reaction SMILES: Br.[NH:2]=[C:3]1[N:7]([CH2:8][C:9]([C:11]2[CH:16]=[CH:15][CH:14]=[CH:13][CH:12]=2)=[O:10])[C:6]2[CH:17]=[CH:18][CH:19]=[CH:20][C:5]=2[S:4]1.[BH4-].[Na+].O.[ClH:24].C(O)C>C(O)C>[ClH:24].[NH:2]=[C:3]1[N:7]([CH2:8][CH:9]([OH:10])[C:11]2[CH:16]=[CH:15][CH:14]=[CH:13][CH:12]=2)[C:6]2[CH:17]=[CH:18][CH:19]=[CH:20][C:5]=2[S:4]1 |f:0.1,2.3,5.6,8.9|. Reported procedure: In 100 ml of ethanol was suspended 7.5 g of 2-imino-3-phenacyl-2,3-dihydrobenzothiazole hydrobromide and after cooling the suspension to 0° C. to 5° C., 1.2 g of sodium borohydride was gradually added to the suspension, and the mixture was stirred for one hour. The reaction mixture was mixed with 5 ml of water and concentrated under reduced pressure. The residue was extracted with toluene and the extract was washed with water, dried with anhydrous magnesium sulfate, and then the solvent was dist... The reactants are COC=1C=C2C(C(NC2=CC1OC)=O)=O (5,6-dimethoxy-1H-indol-2,3-dione), [H-].[Na+] (sodium hydride), [Mg] (magnesium), [Cl-].[NH4+] (ammonium chloride), COC1=C(C=CC(=C1)OC)Br (2,4-dimethoxybromobenzene). Run in O1CCCC1 (tetrahydrofuran), O1CCCC1 (tetrahydrofuran), C(C)(=O)OCC (ethyl acetate). Conditions: time 1 hour. The product is COC1=C(C=CC(=C1)OC)C1(C(NC2=CC(=C(C=C12)OC)OC)=O)O (3-(2,4-dimethoxyphenyl)-3-hydroxy-5,6-dimethoxy-1,3-dihydro-2H-indol-2-one). Reaction SMILES: [H-].[Na+].[CH3:3][O:4][C:5]1[CH:6]=[C:7]2[C:11](=[CH:12][C:13]=1[O:14][CH3:15])[NH:10][C:9](=[O:16])[C:8]2=[O:17].[CH3:18][O:19][C:20]1[CH:25]=[C:24]([O:26][CH3:27])[CH:23]=[CH:22][C:21]=1Br.[Mg].[Cl-].[NH4+]>O1CCCC1.C(OCC)(=O)C>[CH3:18][O:19][C:20]1[CH:25]=[C:24]([O:26][CH3:27])[CH:23]=[CH:22][C:21]=1[C:8]1([OH:17])[C:7]2[C:11](=[CH:12][C:13]([O:14][CH3:15])=[C:5]([O:4][CH3:3])[CH:6]=2)[NH:10][C:9]1=[O:16] |f:0.1,5.6|. Procedure: 293 mg of 60% sodium hydride was added under ice cooling and a nitrogen gas flow to a suspension of 1.38 g of 5,6-dimethoxy-1H-indol-2,3-dione in 30 mL of tetrahydrofuran, and the reaction mixture was stirred for 1 hour at the same temperature. A Grignard's reagent generated in 20 mL of tetrahydrofuran using 3.61 g of 2,4-dimethoxybromobenzene and 486 mg of magnesium was added dropwise over a period of 3 minutes to the reaction mixture under ice cooling, after which the reaction mixture was stir... Reactants: CN(C)C=O, ClC(Cl)Cl, O=[N+]([O-])c1cc(F)ccc1OCCCO, O=S(Cl)Cl. Yields the product O=[N+]([O-])c1cc(F)ccc1OCCCCl. RXN SMILES: [CH3:16][N:17]([CH3:18])[CH:19]=[O:20].[Cl:25][CH:26]([Cl:27])[Cl:28].[F:1][c:2]1[cH:3][c:4]([N+:13](=[O:14])[O-:15])[c:5]([O:6][CH2:7][CH2:8][CH2:9][OH:10])[cH:11][cH:12]1.[S:21]([Cl:22])([Cl:23])=[O:24]>>[F:1][c:2]1[cH:3][c:4]([N+:13](=[O:14])[O-:15])[c:5]([O:6][CH2:7][CH2:8][CH2:9][Cl:23])[cH:11][cH:12]1. Starting materials: COC(=O)c1ccc(OCC2CC(NC(=O)C(F)(F)F)CN2C(=O)OC(C)(C)C)cc1, CI, [K+], [K+], O=C([O-])[O-], CN(C)C=O, O. Yields the product COC(=O)c1ccc(OCC2CC(N(C)C(=O)C(F)(F)F)CN2C(=O)OC(C)(C)C)cc1. RXN SMILES: [C:1]([CH3:2])([CH3:3])([CH3:4])[O:5][C:6](=[O:7])[N:8]1[CH:9]([CH2:20][O:21][c:22]2[cH:23][cH:24][c:25]([C:26](=[O:27])[O:28][CH3:29])[cH:30][cH:31]2)[CH2:10][CH:11]([NH:13][C:14]([C:15]([F:16])([F:17])[F:18])=[O:19])[CH2:12]1.[CH3:38][I:39].[K+:32].[K+:33].[O-:34][C:35]([O-:36])=[O:37].[O:41]=[CH:42][N:43]([CH3:44])[CH3:45].[OH2:40]>>[C:1]([CH3:2])([CH3:3])([CH3:4])[O:5][C:6](=[O:7])[N:8]1[CH:9]([CH2:20][O:21][c:22]2[cH:23][cH:24][c:25]([C:26](=[O:27])[O:28][CH3:29])[cH:30][cH:31]2)[CH2:10][CH:11]([N:13]([C:14]([C:15]([F:16])([F:17])[F:18])=[O:19])[CH3:35])[CH2:12]1. Starting materials: OC1=C(C=CC(=C1)OC)NC(C)=O (N-(2-hydroxy-4-methoxyphenyl)acetamide), CC1=CC(=C(C=C1)NC(C)=O)OCC1OC1 (N-[4-methyl-2-(2-oxiranylmethoxy)phenyl]acetamide), C([O-])([O-])=O.[Cs+].[Cs+] (cesium carbonate). The product is COC1=CC(=C(C=C1)NC(C)=O)OCC1OC1 (N-[4-Methoxy-2-(2-oxiranylmethoxy)phenyl]acetamide). RXN SMILES: [OH:1][C:2]1[CH:7]=[C:6]([O:8][CH3:9])[CH:5]=[CH:4][C:3]=1[NH:10][C:11](=[O:13])[CH3:12].CC1C=CC(NC(=O)C)=C(O[CH2:26][CH:27]2[CH2:29][O:28]2)C=1.C(=O)([O-])[O-].[Cs+].[Cs+]>>[CH3:9][O:8][C:6]1[CH:5]=[CH:4][C:3]([NH:10][C:11](=[O:13])[CH3:12])=[C:2]([O:1][CH2:26][CH:27]2[CH2:29][O:28]2)[CH:7]=1 |f:2.3.4|. Reported procedure: Was prepared from N-(2-hydroxy-4-methoxyphenyl)acetamide according to the method described for N-[4-methyl-2-(2-oxiranylmethoxy)phenyl]acetamide using cesium carbonate instead of potassium carbonate. Procedure details: A mixture of 3-(2-phenylpyrazolo[1,5-a]pyridin-3-yl)-2-thioxopropionic acid (3.74 g), hydroxylamine hydrochloride (2.63 g), 85% potassium hydroxide (2.50 g) and 80% aqueous ethanol (22.4 ml) was refluxed for 3 hours. After cooling, to the reaction mixture was added water (40 ml) and the resulting precipitates were filtered off. The filtrate was washed with methylene chloride (20 ml) twice, acidified with 10% aqueous hydrochloric acid (pH≈2), and extracted with ethyl acetate (20 ml) twice. The or... Starting materials: C1(=CC=CC=C1)C1=NN2C(C=CC=C2)=C1CC(C(=O)O)=S (3-(2-phenylpyrazolo[1,5-a]pyridin-3-yl)-2-thioxopropionic acid), Cl.NO (hydroxylamine hydrochloride), [OH-].[K+] (potassium hydroxide), C(C)O (ethanol). Reaction SMILES: [C:1]1([C:7]2[C:15]([CH2:16][C:17](=S)[C:18]([OH:20])=[O:19])=[C:10]3[CH:11]=[CH:12][CH:13]=[CH:14][N:9]3[N:8]=2)[CH:6]=[CH:5][CH:4]=[CH:3][CH:2]=1.Cl.[NH2:23][OH:24].[OH-].[K+].C(O)C>O>[C:1]1([C:7]2[C:15]([CH2:16][C:17](=[N:23][OH:24])[C:18]([OH:20])=[O:19])=[C:10]3[CH:11]=[CH:12][CH:13]=[CH:14][N:9]3[N:8]=2)[CH:6]=[CH:5][CH:4]=[CH:3][CH:2]=1 |f:1.2,3.4|. Run in O (water). Product: C1(=CC=CC=C1)C1=NN2C(C=CC=C2)=C1CC(C(=O)O)=NO (3-(2-phenylpyrazolo[1,5-a]pyridin-3-yl)-2-hydroxyiminopropionic acid). Isolated yield 69.8%.